This data is from the Open Reaction Database (ORD), a public repository of structured organic reaction records. The task is: describe an organic reaction: reactants, conditions, products, and yield The reactants are C(C)OC(=O)C=1NC2=CC=C(C=C2C1C=O)Br (5-Bromo-3-formylindole-2-carboxylic acid ethyl ester), C(C)(C)OC1=CC=C(C=C1)B(O)O (4-isopropoxyphenylboronic acid). The product is C(C)OC(=O)C=1N(C2=CC=C(C=C2C1C=O)Br)C1=CC=C(C=C1)OC(C)C (5-Bromo-3-formyl-1-(4-isopropoxyphenyl)indole-2-carboxylic acid ethyl ester). Reaction SMILES: [CH2:1]([O:3][C:4]([C:6]1[NH:7][C:8]2[C:13]([C:14]=1[CH:15]=[O:16])=[CH:12][C:11]([Br:17])=[CH:10][CH:9]=2)=[O:5])[CH3:2].[CH:18]([O:21][C:22]1[CH:27]=[CH:26][C:25](B(O)O)=[CH:24][CH:23]=1)([CH3:20])[CH3:19]>>[CH2:1]([O:3][C:4]([C:6]1[N:7]([C:25]2[CH:26]=[CH:27][C:22]([O:21][CH:18]([CH3:20])[CH3:19])=[CH:23][CH:24]=2)[C:8]2[C:13]([C:14]=1[CH:15]=[O:16])=[CH:12][C:11]([Br:17])=[CH:10][CH:9]=2)=[O:5])[CH3:2]. Reported procedure: The sub-title compound was prepared in accordance with step (c) Example 1 from 5-bromo-3-formylindole-2-carboxylic acid ethyl ester (4 g, 13.51 mmol; see step (a) above) and 4-isopropoxyphenylboronic acid (4.86 g, 27.02 mmol). Yield 4.1 g (710%). The reactants are CC(C)CCON=O, CCOC(C)=O, Cn1c(-c2cccc(F)c2)nc2c(Cl)nc(N)nc21, [I-], ICI, C1CCOC1. Product: Cn1c(-c2cccc(F)c2)nc2c(Cl)nc(I)nc21. Reaction SMILES: [CH3:24][CH:25]([CH2:26][CH2:27][O:28][N:29]=[O:30])[CH3:31].[CH3:37][CH2:38][O:39][C:40](=[O:41])[CH3:42].[Cl:1][c:2]1[c:3]2[n:4][c:5](-[c:13]3[cH:14][c:15]([F:19])[cH:16][cH:17][cH:18]3)[n:6]([CH3:12])[c:7]2[n:8][c:9]([NH2:11])[n:10]1.[I-:20].[I:21][CH2:22][I:23].[O:32]1[CH2:33][CH2:34][CH2:35][CH2:36]1>>[Cl:1][c:2]1[c:3]2[n:4][c:5](-[c:13]3[cH:14][c:15]([F:19])[cH:16][cH:17][cH:18]3)[n:6]([CH3:12])[c:7]2[n:8][c:9]([I:21])[n:10]1.